Dataset: the Open Reaction Database (ORD), a public repository of structured organic reaction records. Task: describe an organic reaction: reactants, conditions, products, and yield Starting materials: COc1ccc2c(c1)C(CCCBr)=CCC2, CS(C)=O, N#C[Na], O. The product is COc1ccc2c(c1)C(CCCC#N)=CCC2. Reaction SMILES: [Br:1][CH2:2][CH2:3][CH2:4][C:5]1=[CH:6][CH2:7][CH2:8][c:9]2[cH:10][cH:11][c:12]([O:15][CH3:16])[cH:13][c:14]21.[CH3:20][S:21](=[O:22])[CH3:23].[Na:17][C:18]#[N:19].[OH2:24]>>[CH2:2]([CH2:3][CH2:4][C:5]1=[CH:6][CH2:7][CH2:8][c:9]2[cH:10][cH:11][c:12]([O:15][CH3:16])[cH:13][c:14]21)[C:18]#[N:19].